describe an organic reaction: reactants, conditions, products, and yield From a dataset of the Open Reaction Database (ORD), a public repository of structured organic reaction records. Starting materials: CCCCCCCCCCCCCC(=O)Cl, O=C1CCC(CO)(COCc2ccccc2)O1, CN(C)c1ccccn1, ClCCl, c1ccncc1. Yields the product CCCCCCCCCCCCCC(=O)OCC1(COCc2ccccc2)CCC(=O)O1. Reaction SMILES: [C:33]([CH2:34][CH2:35][CH2:36][CH2:37][CH2:38][CH2:39][CH2:40][CH2:41][CH2:42][CH2:43][CH2:44][CH2:45][CH3:46])(=[O:47])[Cl:48].[CH2:1]([c:2]1[cH:3][cH:4][cH:5][cH:6][cH:7]1)[O:8][CH2:9][C:10]1([CH2:16][OH:17])[CH2:11][CH2:12][C:13](=[O:15])[O:14]1.[CH3:24][N:25]([c:26]1[cH:27][cH:28][cH:29][cH:30][n:31]1)[CH3:32].[Cl:49][CH2:50][Cl:51].[cH:18]1[cH:19][cH:20][n:21][cH:22][cH:23]1>>[CH2:1]([c:2]1[cH:3][cH:4][cH:5][cH:6][cH:7]1)[O:8][CH2:9][C:10]1([CH2:16][O:17][C:33]([CH2:34][CH2:35][CH2:36][CH2:37][CH2:38][CH2:39][CH2:40][CH2:41][CH2:42][CH2:43][CH2:44][CH2:45][CH3:46])=[O:47])[CH2:11][CH2:12][C:13](=[O:15])[O:14]1. Starting materials: C(O)([O-])=O.[Na+] (sodium hydrogencarbonate), C=O (formaldehyde), CC1=C(C(=CC=C1)C)/C=C/C1CCN(CC1)C(CNC1CCOCC1)=O ((2-{4-[(E)-2-(2,6-dimethylphenyl)vinyl]piperidin-1-yl}-2-oxoethyl)tetrahydro-2H-pyran-4-ylamine), ClC(C)Cl (dichloroethane), C(C)(=O)O[BH-](OC(C)=O)OC(C)=O.[Na+] (sodium triacetoxyborohydride). Run in C(Cl)(Cl)Cl (chloroform), C(C)(=O)O (acetic acid). Run at time 2 hour. Product: Cl.CC1=C(C(=CC=C1)C)/C=C/C1CCN(CC1)C(CN(C1CCOCC1)C)=O ((2-{4-[(E)-2-(2,6-dimethylphenyl)vinyl]piperidin-1-yl}-2-oxoethyl)methyl(tetrahydro-2H-pyran-4-yl)amine monohydrochloride). RXN SMILES: C=O.[CH3:3][C:4]1[CH:9]=[CH:8][CH:7]=[C:6]([CH3:10])[C:5]=1/[CH:11]=[CH:12]/[CH:13]1[CH2:18][CH2:17][N:16]([C:19](=[O:28])[CH2:20][NH:21][CH:22]2[CH2:27][CH2:26][O:25][CH2:24][CH2:23]2)[CH2:15][CH2:14]1.[C:29](O[BH-](OC(=O)C)OC(=O)C)(=O)C.[Na+].C(=O)([O-])O.[Na+].[Cl:48]C(Cl)C>C(Cl)(Cl)Cl.C(O)(=O)C>[ClH:48].[CH3:10][C:6]1[CH:7]=[CH:8][CH:9]=[C:4]([CH3:3])[C:5]=1/[CH:11]=[CH:12]/[CH:13]1[CH2:14][CH2:15][N:16]([C:19](=[O:28])[CH2:20][N:21]([CH3:29])[CH:22]2[CH2:23][CH2:24][O:25][CH2:26][CH2:27]2)[CH2:17][CH2:18]1 |f:2.3,4.5,9.10|. Procedure: 454 μl of 37% aqueous formaldehyde solution and 175 μl of acetic acid were added to a solution of 219 mg of (2-{4-[(E)-2-(2,6-dimethylphenyl)vinyl]piperidin-1-yl}-2-oxoethyl)tetrahydro-2H-pyran-4-ylamine in 5 ml of dichloroethane, followed by stirring at ambient temperature for 2 hours. Subsequently, 388 mg of sodium triacetoxyborohydride was added to the reaction mixture, followed by stirring at ambient temperature for 1 hour. Saturated aqueous sodium hydrogencarbonate solution and chloroform w...